From a dataset of the Open Reaction Database (ORD), a public repository of structured organic reaction records. describe an organic reaction: reactants, conditions, products, and yield The solvent is O (water). The product is [N+](=O)([O-])C=1C=CC2=C(C(NC3=C(O2)C=CC=C3)=O)C1 (2-Nitro-10H-dibenzo[b,f][1,4]oxazepin-11-one). RXN SMILES: Cl[C:2]1[CH:17]=[CH:16][C:15]([N+:18]([O-:20])=[O:19])=[CH:14][C:3]=1[C:4]([NH:6][C:7]1[CH:12]=[CH:11][CH:10]=[CH:9][C:8]=1[OH:13])=[O:5].[OH-].[Na+]>O>[N+:18]([C:15]1[CH:16]=[CH:17][C:2]2[O:13][C:8]3[CH:9]=[CH:10][CH:11]=[CH:12][C:7]=3[NH:6][C:4](=[O:5])[C:3]=2[CH:14]=1)([O-:20])=[O:19] |f:1.2|. Procedure: 2-Chloro-N-(2-hydroxy-phenyl)-5-nitrobenzamide (10 g, 34.1 mmol) was added to a solution of sodium hydroxide (1.5 g, 37.6 mmol) in water (300 mL) and the resultant solution heated at 90° C. for 6 hr. The precipitate was filtered and washed with 4×100 mL of water. Yield 8.4 g (96%). Reactants: ClC1=C(C(=O)NC2=C(C=CC=C2)O)C=C(C=C1)[N+](=O)[O-] (2-Chloro-N-(2-hydroxy-phenyl)-5-nitrobenzamide), [OH-].[Na+] (sodium hydroxide), resultant solution. Reactants: CCOCC, CCCC(=O)O, CC(C)OC(=O)N=NC(=O)OC(C)C, c1ccc(P(c2ccccc2)c2ccccc2)cc1, c1cncnc1. The product is O=P(c1ccccc1)(c1ccccc1)c1ccccc1. As a reaction SMILES: [CH2:46]([O:47][CH2:48][CH3:49])[CH3:50].[CH3:7][CH2:8][CH2:9][C:10]([OH:11])=[O:12].[O:32]=[C:33]([O:34][CH:35]([CH3:36])[CH3:37])[N:38]=[N:39][C:40]([O:41][CH:42]([CH3:43])[CH3:44])=[O:45].[c:13]1([P:19]([c:20]2[cH:21][cH:22][cH:23][cH:24][cH:25]2)[c:26]2[cH:27][cH:28][cH:29][cH:30][cH:31]2)[cH:14][cH:15][cH:16][cH:17][cH:18]1.[cH:1]1[cH:2][n:3][cH:4][n:5][cH:6]1>>[O:11]=[P:19]([c:13]1[cH:14][cH:15][cH:16][cH:17][cH:18]1)([c:20]1[cH:21][cH:22][cH:23][cH:24][cH:25]1)[c:26]1[cH:27][cH:28][cH:29][cH:30][cH:31]1. RXN SMILES: [N+:1]([C:4]1[CH:9]=[CH:8][C:7]([C:10]2[C:15]([F:16])=[C:14]([F:17])[C:13]([F:18])=[C:12]([F:19])[C:11]=2[F:20])=[CH:6][CH:5]=1)([O-])=O>C(O)C.[Pd]>[NH2:1][C:4]1[CH:9]=[CH:8][C:7]([C:10]2[C:11]([F:20])=[C:12]([F:19])[C:13]([F:18])=[C:14]([F:17])[C:15]=2[F:16])=[CH:6][CH:5]=1. Yields the product NC1=CC=C(C=C1)C1=C(C(=C(C(=C1F)F)F)F)F (4-amino-2′,3′,4′,5′,6′-pentafluorobiphenyl). Reactants: [N+](=O)([O-])C1=CC=C(C=C1)C1=C(C(=C(C(=C1F)F)F)F)F (4-Nitro-2′,3′,4′,5′,6′-pentafluorobiphenyl). The yield is 89.5%. Reported procedure: 4-Nitro-2′,3′,4′,5′,6′-pentafluorobiphenyl (10 g, 0.0345 mol) was dissolved in absolute ethanol (750 mL) and stirred under a hydrogen atmosphere (1 atm.) over Pd/C (0.3 g) until absorption of hydrogen ceased. The solution was filtered and the solvent was removed. The crude product was purified by column chromatography to give 4-amino-2′,3′,4′,5′,6′-pentafluorobiphenyl as a white powder (8.0 g, 89% yield). The solvent is C(C)O (ethanol). Reagents/catalysts: [Pd] (Pd/C). The reactants are Cl, C1COCCO1, CC(C)(C)OC(=O)NCc1ccn(-c2ccoc2)c(=O)c1. Yields the product Cl, NCc1ccn(-c2ccoc2)c(=O)c1. Reaction SMILES: [ClH:22].[O:23]1[CH2:24][CH2:25][O:26][CH2:27][CH2:28]1.[o:1]1[cH:2][c:3](-[n:6]2[c:7](=[O:21])[cH:8][c:9]([CH2:12][NH:13][C:14](=[O:15])[O:16][C:17]([CH3:18])([CH3:19])[CH3:20])[cH:10][cH:11]2)[cH:4][cH:5]1>>[ClH:22].[o:1]1[cH:2][c:3](-[n:6]2[c:7](=[O:21])[cH:8][c:9]([CH2:12][NH2:13])[cH:10][cH:11]2)[cH:4][cH:5]1. Reactants: CNC, O=C(O)c1ccc(-c2ccc(Cl)cc2)o1, C1COCCO1, O, O=S(Cl)Cl. The product is CN(C)C(=O)c1ccc(-c2ccc(Cl)cc2)o1. RXN SMILES: [CH3:26][NH:27][CH3:28].[Cl:1][c:2]1[cH:3][cH:4][c:5](-[c:8]2[cH:9][cH:10][c:11]([C:13](=[O:14])[OH:15])[o:12]2)[cH:6][cH:7]1.[O:20]1[CH2:21][CH2:22][O:23][CH2:24][CH2:25]1.[OH2:29].[S:16]([Cl:17])([Cl:18])=[O:19]>>[Cl:1][c:2]1[cH:3][cH:4][c:5](-[c:8]2[cH:9][cH:10][c:11]([C:13](=[O:15])[N:27]([CH3:26])[CH3:28])[o:12]2)[cH:6][cH:7]1. Starting materials: CCCCCCCN(CCc1csc(SC(C)(C)C(=O)OC(C)(C)C)n1)C(=S)NC(=O)OCC1c2ccccc2-c2ccccc21, C1CCNCC1, CO. Yields the product CCCCCCCN(CCc1csc(SC(C)(C)C(=O)OC(C)(C)C)n1)C(N)=S. Reaction SMILES: [C:1]([CH3:2])([CH3:3])([CH3:4])[O:5][C:6]([C:7]([CH3:8])([CH3:9])[S:10][c:11]1[s:12][cH:13][c:14]([CH2:16][CH2:17][N:18]([C:19](=[S:20])[NH:21][C:22]([O:23][CH2:24][CH:25]2[c:26]3[cH:27][cH:28][cH:29][cH:30][c:31]3-[c:32]3[c:33]2[cH:34][cH:35][cH:36][cH:37]3)=[O:38])[CH2:39][CH2:40][CH2:41][CH2:42][CH2:43][CH2:44][CH3:45])[n:15]1)=[O:46].[CH2:47]1[CH2:48][CH2:49][NH:50][CH2:51][CH2:52]1.[CH3:53][OH:54]>>[C:1]([CH3:2])([CH3:3])([CH3:4])[O:5][C:6]([C:7]([CH3:8])([CH3:9])[S:10][c:11]1[s:12][cH:13][c:14]([CH2:16][CH2:17][N:18]([C:19](=[S:20])[NH2:21])[CH2:39][CH2:40][CH2:41][CH2:42][CH2:43][CH2:44][CH3:45])[n:15]1)=[O:46]. Reactants: C1(=CC=CC=C1)C=1ON=C2C1C=CC(=C2)CC#N (3-phenyl-2,1-benzisoxazole-6-acetonitrile), [OH-].[Na+] (sodium hydroxide), C(C)O (ethanol), O (water). Yields the product C1(=CC=CC=C1)C=1ON=C2C1C=CC(=C2)CC(=O)O (3-Phenyl-2,1-benzisoxazole-6-acetic acid). The yield is 66.0%. Reaction SMILES: [C:1]1([C:7]2[O:8][N:9]=[C:10]3[CH:15]=[C:14]([CH2:16][C:17]#N)[CH:13]=[CH:12][C:11]=23)[CH:6]=[CH:5][CH:4]=[CH:3][CH:2]=1.[OH-:19].[Na+].C(O)C.[OH2:24]>>[C:1]1([C:7]2[O:8][N:9]=[C:10]3[CH:15]=[C:14]([CH2:16][C:17]([OH:24])=[O:19])[CH:13]=[CH:12][C:11]=23)[CH:6]=[CH:5][CH:4]=[CH:3][CH:2]=1 |f:1.2|. Procedure details: A mixture of 2.9 g (0.012 mole) of crude 3-phenyl-2,1-benzisoxazole-6-acetonitrile, 10 ml of 20% sodium hydroxide, and 75 ml of ethanol was heated at reflux under a nitrogen atmosphere overnight. The dark solution was cooled and poured into 600 ml of water. The mixture was filtered through Celite, treated with charcoal and again filtered. The filtrate was made acidic with concentrated hydrochloric acid and a solid precipitated. The solid was collected by filtration, washed with water, dried, and...